Task: describe an organic reaction: reactants, conditions, products, and yield. Dataset: the Open Reaction Database (ORD), a public repository of structured organic reaction records The reactants are ClC1=C(CNC)C=C(C=C1)C(F)(F)F (N-(2-chloro-5-trifluoromethylbenzyl)-N-methylamine), C1=CN(C=N1)C(=O)N2C=CN=C2 (CDI), NC(=N)N (guanidine). The product is Cl.ClC1=C(CN(C(=N)N)C(=O)NC)C=C(C=C1)C(F)(F)F (N-(2-chloro-5-trifluoromethylbenzyl)-N-methylaminocarbonylguanidine hydrochloride). Yield: 77.7%. Reaction SMILES: [Cl:1][C:2]1C=[CH:9][C:8]([C:11]([F:14])([F:13])[F:12])=[CH:7][C:3]=1CNC.C1N=[CH:18][N:17]([C:20]([N:22]2[CH:26]=[N:25][CH:24]=[CH:23]2)=[O:21])C=1.[NH2:27]C(N)=N>>[ClH:1].[Cl:1][C:2]1[CH:3]=[CH:7][C:8]([C:11]([F:12])([F:14])[F:13])=[CH:9][C:24]=1[CH2:23][N:22]([C:20]([NH:17][CH3:18])=[O:21])[C:26]([NH2:25])=[NH:27] |f:3.4|. Procedure: 1.0 g of N-(2-chloro-5-trifluoromethylbenzyl)-N-methylamine was reacted with 0.75 g of CDI and 1.1 g of guanidine analogously to Example 23. 0.6 g of N-(2-chloro-5-trifluoromethylbenzyl)-N-methylaminocarbonylguanidine hydrochloride is obtained;